From a dataset of the Open Reaction Database (ORD), a public repository of structured organic reaction records. describe an organic reaction: reactants, conditions, products, and yield Run in C(Cl)Cl (CH2Cl2), C(Cl)Cl (CH2Cl2), C(Cl)Cl (CH2Cl2), CN(C)C=O (DMF). Reaction SMILES: [Cl:1][C:2]1C=CC(SCCl)=CC=1.[CH:11]([NH:13][C:14]1[CH:19]=[CH:18][CH:17]=[CH:16][CH:15]=1)=[O:12].CC(C)([O-])C.[K+].C1CCCCC=1>CN(C=O)C.C(Cl)Cl>[Cl:1][CH2:2][N:13]([CH:11]=[O:12])[C:14]1[CH:19]=[CH:18][CH:17]=[CH:16][CH:15]=1 |f:2.3|. Reactants: product, C1=CCCCC1 (cyclohexene), SO2Cl2, ClC1=CC=C(C=C1)SCCl (4-Chloro-1-(chloromethylthio)benzene), C(=O)NC1=CC=CC=C1 (formanilide), CC(C)([O-])C.[K+] (potassium tert-butoxide). Procedure: 4-Chloro-1-(chloromethylthio)benzene (21 mmol) was added to a mixture of formanilide (21 mmol) and potassium tert-butoxide (21 mmol) in DMF (200 ml). The mixture was stirred at 80° C. for 4 hours before the solvent was distilled off and the residue dissolved in ether and washed five times with water, and the dried (MgSO4) solution evaporated. Yield: 5.37 g (92%), m.p. 67° C. (Pet. ether/ether). The product (17.8 mmol) was dissolved in CH2Cl2 (100 ml) and SO2Cl2 (17.8 mmol) in CH2Cl2 (25 ml) was ... Product: ClCN(C1=CC=CC=C1)C=O (N-Chloromethylformanilide). Conditions: temperature 80 celsius, time 4 hour. Starting materials: CCOC(=C1C(=O)Nc2ccc([N+](=O)[O-])cc21)c1ccccc1, CCOC(=O)CNCc1cccc(N)c1, CN(C)C=O. Yields the product CCOC(=O)CNCc1cccc(NC(=C2C(=O)Nc3ccc([N+](=O)[O-])cc32)c2ccccc2)c1. RXN SMILES: [CH2:1]([O:2][C:4]([c:5]1[cH:6][cH:7][cH:8][cH:9][cH:10]1)=[C:11]1[C:12](=[O:23])[NH:13][c:14]2[cH:15][cH:16][c:17]([N+:20](=[O:21])[O-:22])[cH:18][c:19]21)[CH3:3].[CH2:24]([CH3:25])[O:26][C:27](=[O:28])[CH2:29][NH:30][CH2:31][c:32]1[cH:33][c:34]([NH2:35])[cH:36][cH:37][cH:38]1.[O:39]=[CH:40][N:41]([CH3:42])[CH3:43]>>[C:4]([c:5]1[cH:6][cH:7][cH:8][cH:9][cH:10]1)(=[C:11]1[C:12](=[O:23])[NH:13][c:14]2[cH:15][cH:16][c:17]([N+:20](=[O:21])[O-:22])[cH:18][c:19]21)[NH:35][c:34]1[cH:33][c:32]([CH2:31][NH:30][CH2:29][C:27]([O:26][CH2:24][CH3:25])=[O:28])[cH:38][cH:37][cH:36]1. The solvent is CO (MeOH). The product is ClC=1N=C(C2=C(N1)N=C(S2)CO)N2CCOCC2 ((5-Chloro-7-morpholinothiazolo[4,5-d]pyrimidin-2-yl)methanol). As a reaction SMILES: [Cl:1][C:2]1[N:3]=[C:4]([N:13]2[CH2:18][CH2:17][O:16][CH2:15][CH2:14]2)[C:5]2[S:10][C:9]([CH:11]=[O:12])=[N:8][C:6]=2[N:7]=1.[BH4-].[Na+]>CO>[Cl:1][C:2]1[N:3]=[C:4]([N:13]2[CH2:18][CH2:17][O:16][CH2:15][CH2:14]2)[C:5]2[S:10][C:9]([CH2:11][OH:12])=[N:8][C:6]=2[N:7]=1 |f:1.2|. Starting materials: ClC=1N=C(C2=C(N1)N=C(S2)C=O)N2CCOCC2 (5-chloro-7-morpholinothiazolo[4,5-d]pyrimidine-2-carbaldehyde), [BH4-].[Na+] (NaBH4). Procedure: A solution of 5-chloro-7-morpholinothiazolo[4,5-d]pyrimidine-2-carbaldehyde 43 (1.0 g, 3.5 mmol) in MeOH (30 mL) at 0° C. was treated with NaBH4 (0.1 g, 3.5 mmol). The solution was allowed to warm to room temperature and stirred 15 min. The reaction mixture was quenched with a mixture of a saturated solution of sodium bicarbonate and water (1:1, v/v). The aqueous solution was extracted with EtOAc. The combined organic layers were dried over Na2SO4 and concentrated in vacuo. The crude (5-chloro-7... Reaction conditions: time 15 minute.